This data is from the Open Reaction Database (ORD), a public repository of structured organic reaction records. The task is: describe an organic reaction: reactants, conditions, products, and yield Reactants: [Al+3], [Cl-], [Cl-], [Cl-], Cl, CCc1ccc(O)c(C(=O)Cl)c1, CCc1ccc(O)c(C(=O)O)c1, O=S(Cl)Cl, S=C=S, c1ccsc1, c1ccncc1. Yields the product CCc1ccc(O)c(C(=O)c2cccs2)c1. As a reaction SMILES: [Al+3:30].[Cl-:29].[Cl-:31].[Cl-:32].[ClH:38].[OH:17][c:18]1[cH:19][cH:20][c:21]([CH2:22][CH3:23])[cH:24][c:25]1[C:26]([Cl:27])=[O:28].[OH:1][c:2]1[c:3]([C:4](=[O:5])[OH:6])[cH:7][c:8]([CH2:11][CH3:12])[cH:9][cH:10]1.[S:13]([Cl:14])([Cl:15])=[O:16].[S:39]=[C:40]=[S:41].[cH:33]1[cH:34][cH:35][s:36][cH:37]1.[cH:42]1[cH:43][cH:44][n:45][cH:46][cH:47]1>>[OH:1][c:2]1[c:3]([C:4](=[O:6])[c:35]2[cH:34][cH:33][cH:37][s:36]2)[cH:7][c:8]([CH2:11][CH3:12])[cH:9][cH:10]1. Starting materials: ClC1=C(C(=CC=C1)Cl)C(N)C (2,6-dichloro-α-methylbenzenemethanamine), ClC1=NC=CC=C1C#N (2-chloro-3-pyridinecarbonitrile), N (ammonia). Solvent: CN(C(C)=O)C (N,N-dimethylacetamide). Run at temperature 90 celsius, time 20 hour. Product: ClC1=C(C(=CC=C1)Cl)C(C)NC1=NC=CC=C1C#N ((±)-2-[[1-(2,6-dichlorophenyl)ethyl]amino]-3-pyridinecarbonitrile). The yield is 41.1%. RXN SMILES: [Cl:1][C:2]1[CH:7]=[CH:6][CH:5]=[C:4]([Cl:8])[C:3]=1[CH:9]([CH3:11])[NH2:10].Cl[C:13]1[C:18]([C:19]#[N:20])=[CH:17][CH:16]=[CH:15][N:14]=1.N>CN(C)C(=O)C>[Cl:1][C:2]1[CH:7]=[CH:6][CH:5]=[C:4]([Cl:8])[C:3]=1[CH:9]([NH:10][C:13]1[C:18]([C:19]#[N:20])=[CH:17][CH:16]=[CH:15][N:14]=1)[CH3:11]. Procedure: A mixture of 2,6-dichloro-α-methylbenzenemethanamine (0.03 mol) and 2-chloro-3-pyridinecarbonitrile (0.03 mol) in N,N-dimethylacetamide (few drops) was stirred for 20 hours at 90° C. The reaction mixture was cooled and poured out into aqueous ammonia. The mixture was extracted twice with CH2Cl2. The organic layer was separated, washed with water, dried (MgSO4), filtered and the solvent was evaporated. The residue was purified by column chromatography over silica gel (eluent: CH2C2 /hexane 50/50)...